Dataset: the Open Reaction Database (ORD), a public repository of structured organic reaction records. Task: describe an organic reaction: reactants, conditions, products, and yield Starting materials: S(=O)(=O)(C1=CC=C(C)C=C1)Cl (tosyl chloride), C1(=CC=CC=C1)N1N=NN=C1S (1-phenyl-1H-tetrazole-5-thiol), CC(CCO)(CCCCC)O (3-methyl-1,3-octandiol), [OH-].[Na+] (sodium hydroxide). The reagents and catalysts are [Br-].C(CCC)[N+](CCCC)(CCCC)CCCC (tetrabutylammonium bromide). The solvent is C1(=CC=CC=C1)C (toluene), C1(=CC=CC=C1)C (toluene), C1(=CC=CC=C1)C (toluene). Product: CC(CCSC1=NN=NN1C1=CC=CC=C1)(CCCCC)O (3-methyl-1-[(1-phenyl-1 H-tetrazol-5-yl)thio]octan-3-ol). The yield is 87.9%. As a reaction SMILES: [CH3:1][C:2]([OH:11])([CH2:6][CH2:7][CH2:8][CH2:9][CH3:10])[CH2:3][CH2:4]O.[OH-].[Na+].S(Cl)(C1C=CC(C)=CC=1)(=O)=O.[C:25]1([N:31]2[C:35]([SH:36])=[N:34][N:33]=[N:32]2)[CH:30]=[CH:29][CH:28]=[CH:27][CH:26]=1>C1(C)C=CC=CC=1.[Br-].C([N+](CCCC)(CCCC)CCCC)CCC>[CH3:1][C:2]([OH:11])([CH2:6][CH2:7][CH2:8][CH2:9][CH3:10])[CH2:3][CH2:4][S:36][C:35]1[N:31]([C:25]2[CH:30]=[CH:29][CH:28]=[CH:27][CH:26]=2)[N:32]=[N:33][N:34]=1 |f:1.2,6.7|. Reported procedure: To a solution of the compound 38 (8.05 g) in toluene (98 mL) were added tetrabutylammonium bromide (1.62 g) and 2N sodium hydroxide (98 mL) at 0° C. and was added dropwise a suspension of tosyl chloride (10.5 g) in toluene (40 mL). The solution temperature was risen to room temperature and the solution was stirred for 1 Hour. A solution of 1-phenyl-1H-tetrazole-5-thiol (10.74 g) in toluene was added thereto and the solution was stirred at 60° C. for 3.5 Hours. The reaction solution was extracted...